Dataset: the Open Reaction Database (ORD), a public repository of structured organic reaction records. Task: describe an organic reaction: reactants, conditions, products, and yield Starting materials: CC(C)(C)OC(=O)Nc1ccc(OCCO)cc1, CCOC(C)=O, Cl. Product: Nc1ccc(OCCO)cc1. As a reaction SMILES: [CH3:1][C:2]([CH3:3])([O:4][C:5](=[O:6])[NH:7][c:8]1[cH:9][cH:10][c:11]([O:12][CH2:13][CH2:14][OH:15])[cH:16][cH:17]1)[CH3:18].[CH3:20][CH2:21][O:22][C:23]([CH3:24])=[O:25].[ClH:19]>>[NH2:7][c:8]1[cH:9][cH:10][c:11]([O:12][CH2:13][CH2:14][OH:15])[cH:16][cH:17]1. The reactants are N(=[N+]=[N-])[C@H]1C[C@H](N(C1)C(=O)OCC1=CC=C(C=C1)[N+](=O)[O-])C(=O)C=1N=CN2C1SC=C2 (7-[(2S,4S)-4-azido-1-(4-nitrobenzyloxycarbonyl)pyrrolidin-2-yl]carbonylimidazo[5,1-b]thiazole), C(CCC)[Sn](CCCC)(CCCC)Cl (tri-n-butylstannyl chloride), C[Si](C)(C)[N-][Si](C)(C)C.[Li+].C1CCOC1 (lithium bis(trimethylsilyl)amide THF). The product is N(=[N+]=[N-])[C@H]1C[C@H](N(C1)C(=O)OCC1=CC=C(C=C1)[N+](=O)[O-])C(=O)C=1N=CN2C1SC(=C2)[Sn](CCCC)(CCCC)CCCC (7-[(2S,4S)-4-Azido-1-(4-nitrobenzyloxycarbonyl)pyrrolidin-2-yl]carbonyl-2-(tri-n-butylstannyl)imidazo-[5,1-b]thiazole). RXN SMILES: [N:1]([C@@H:4]1[CH2:8][N:7]([C:9]([O:11][CH2:12][C:13]2[CH:18]=[CH:17][C:16]([N+:19]([O-:21])=[O:20])=[CH:15][CH:14]=2)=[O:10])[C@H:6]([C:22]([C:24]2[N:25]=[CH:26][N:27]3[CH:31]=[CH:30][S:29][C:28]=23)=[O:23])[CH2:5]1)=[N+:2]=[N-:3].[CH2:32]([Sn:36](Cl)([CH2:41][CH2:42][CH2:43][CH3:44])[CH2:37][CH2:38][CH2:39][CH3:40])[CH2:33][CH2:34][CH3:35].C[Si]([N-][Si](C)(C)C)(C)C.[Li+].C1COCC1>>[N:1]([C@@H:4]1[CH2:8][N:7]([C:9]([O:11][CH2:12][C:13]2[CH:18]=[CH:17][C:16]([N+:19]([O-:21])=[O:20])=[CH:15][CH:14]=2)=[O:10])[C@H:6]([C:22]([C:24]2[N:25]=[CH:26][N:27]3[CH:31]=[C:30]([Sn:36]([CH2:37][CH2:38][CH2:39][CH3:40])([CH2:41][CH2:42][CH2:43][CH3:44])[CH2:32][CH2:33][CH2:34][CH3:35])[S:29][C:28]=23)=[O:23])[CH2:5]1)=[N+:2]=[N-:3] |f:2.3.4|. Reported procedure: The title compound (321 mg) was prepared in substantially the same manner as in step c) of Synthesis Example 1, except that 585 mg of 7-[(2S,4S)-4-azido-1-(4-nitrobenzyloxycarbonyl)pyrrolidin-2-yl]carbonylimidazo[5,1-b]thiazole, 0.396 ml of tri-n-butylstannyl chloride, and 2.8 ml of a 1.0 N lithium bis(trimethylsilyl)amide/THF solution were used as the starting materials. Reported procedure: A mixture comprised of the tert-butyl 1-cyanomethylcarbamoyl-3-methylbutylcarbamate and anhydrous p-toluenesulfonic acid (3 eq.) in methylene chloride (20 mL) was stirred for approximately 12 hours. The mixture was filtered and the solid material collected was triturated several times with ether to remove excess acid and then dried under vacuum to provide 2-amino-N-cyanomethyl-4-methylpentanamide p-toluenesulfonic acid salt. Run in C(Cl)Cl (methylene chloride). Yields the product C1(=CC=C(C=C1)S(=O)(=O)O)C.NC(C(=O)NCC#N)CC(C)C (2-amino-N-cyanomethyl-4-methylpentanamide p-toluenesulfonic acid salt). Conditions: time 12 hour. As a reaction SMILES: [C:1]([CH2:3][NH:4][C:5]([CH:7]([NH:12]C(=O)OC(C)(C)C)[CH2:8][CH:9]([CH3:11])[CH3:10])=[O:6])#[N:2].[C:20]1([CH3:30])[CH:25]=[CH:24][C:23]([S:26]([OH:29])(=[O:28])=[O:27])=[CH:22][CH:21]=1>C(Cl)Cl>[C:20]1([CH3:30])[CH:21]=[CH:22][C:23]([S:26]([OH:29])(=[O:27])=[O:28])=[CH:24][CH:25]=1.[NH2:12][CH:7]([CH2:8][CH:9]([CH3:11])[CH3:10])[C:5]([NH:4][CH2:3][C:1]#[N:2])=[O:6] |f:3.4|. Starting materials: C(#N)CNC(=O)C(CC(C)C)NC(OC(C)(C)C)=O (tert-butyl 1-cyanomethylcarbamoyl-3-methylbutylcarbamate), C1(=CC=C(C=C1)S(=O)(=O)O)C (p-toluenesulfonic acid). Reactants: O (water), CC=1N=C(SC1C(CC)O)C1=CC=C(C=C1)C(F)(F)F (1-[4-Methyl-2-(4-trifluoromethyl-phenyl)-thiazol-5-yl]-propan-1-ol), BrC1=C(C#N)C=CC(=C1)F (2-bromo-4-fluorobenzonitrile), [H-].[Na+] (sodium hydride). Run in CN(C=O)C (dimethylformamide). Product: BrC1=C(C#N)C=CC(=C1)OC(CC)C1=C(N=C(S1)C1=CC=C(C=C1)C(F)(F)F)C (2-Bromo-4-{1-[4-methyl-2-(4-trifluoromethyl-phenyl)-thiazol-5-yl]-propoxy}-benzonitrile). As a reaction SMILES: [CH3:1][C:2]1[N:3]=[C:4]([C:11]2[CH:16]=[CH:15][C:14]([C:17]([F:20])([F:19])[F:18])=[CH:13][CH:12]=2)[S:5][C:6]=1[CH:7]([OH:10])[CH2:8][CH3:9].[H-].[Na+].[Br:23][C:24]1[CH:31]=[C:30](F)[CH:29]=[CH:28][C:25]=1[C:26]#[N:27].O>CN(C)C=O>[Br:23][C:24]1[CH:31]=[C:30]([O:10][CH:7]([C:6]2[S:5][C:4]([C:11]3[CH:16]=[CH:15][C:14]([C:17]([F:20])([F:18])[F:19])=[CH:13][CH:12]=3)=[N:3][C:2]=2[CH3:1])[CH2:8][CH3:9])[CH:29]=[CH:28][C:25]=1[C:26]#[N:27] |f:1.2|. Reported procedure: 500 mg 1-[4-Methyl-2-(4-trifluoromethyl-phenyl)-thiazol-5-yl]-propan-1-ol were dissolved in 5 ml dimethylformamide. 108 mg sodium hydride were added and the mixture stirred at room temperature. After thirty minutes commercially available 2-bromo-4-fluorobenzonitrile were added and the reaction mixture stirred at room temperature for one hour. Then 5 ml water were added and the mixture extracted three times with portions of 30 ml ethyl acetate. The combined organic layers were dried over MgSO4 an...